From a dataset of the Open Reaction Database (ORD), a public repository of structured organic reaction records. describe an organic reaction: reactants, conditions, products, and yield Reactants: C[Al](C)C (trimethylaluminium), CN1N=C2C=C(C=CC2=C1)N (2-methyl-2H-indazol-6-ylamine), COC(C1=C(N=CC=C1)NCC1=CC(=NC=C1)Cl)=O (2-[(2-chloro-pyridin-4-ylmethyl)-amino]-nicotinic acid methyl ester). The solvent is ClCCCl (DCE), ClCCCl (DCE). Conditions: temperature 100 celsius. Yields the product ClC1=NC=CC(=C1)CNC1=C(C(=O)NC=2C=CC3=CN(N=C3C2)C)C=CC=N1 (2-[(2-chloro-pyridin-4-ylmethyl)-amino]-N-(2-methyl-2H-indazol-6-yl)-nicotinamide). The yield is 77.2%. As a reaction SMILES: [CH3:1][N:2]1[CH:10]=[C:9]2[C:4]([CH:5]=[C:6]([NH2:11])[CH:7]=[CH:8]2)=[N:3]1.C[Al](C)C.C[O:17][C:18](=O)[C:19]1[CH:24]=[CH:23][CH:22]=[N:21][C:20]=1[NH:25][CH2:26][C:27]1[CH:32]=[CH:31][N:30]=[C:29]([Cl:33])[CH:28]=1>ClCCCl>[Cl:33][C:29]1[CH:28]=[C:27]([CH2:26][NH:25][C:20]2[N:21]=[CH:22][CH:23]=[CH:24][C:19]=2[C:18]([NH:11][C:6]2[CH:7]=[CH:8][C:9]3[C:4]([CH:5]=2)=[N:3][N:2]([CH3:1])[CH:10]=3)=[O:17])[CH:32]=[CH:31][N:30]=1. Procedure: To a stirred and chilled (0° C.) suspension of 2-methyl-2H-indazol-6-ylamine (1.52 g) in DCE (6 mL), under nitrogen, was added trimethylaluminium (2M solution in toluene, 5 mL, 9.37 mmol). This mixture was added dropwise to a stirred and chilled (0° C.) solution of 2-[(2-chloro-pyridin-4-ylmethyl)-amino]-nicotinic acid methyl ester (1.45 g, 5.21 mmol) in DCE (14.7 mL). The mixture was heated at 100° C. for 2 hours before cooling to room temperature and quenching by pouring into aqueous sodium-po... Reactants: CC1NC(C2=CC(=CC=C2C1)C(F)(F)F)=O (3-Methyl-7-(trifluoromethyl)-3,4-dihydroisoquinolin-1(2H)-one), BrC=1C=NC=CC1C(F)(F)F (3-bromo-4-(trifluoromethyl)-pyridine), trans-N,N′-dimethyl-cyclohexyl-1,2-diamine, P(=O)([O-])([O-])[O-].[K+].[K+].[K+] (potassium phosphate). Reagents/catalysts: [Cu](I)I (copper iodide). Solvent: O1CCOCC1 (1,4-dioxane). The product is CC1N(C(C2=CC(=CC=C2C1)C(F)(F)F)=O)C=1C=NC=CC1C(F)(F)F (3-methyl-7-(trifluoromethyl)-2-(4-(trifluoromethyl)pyridin-3-yl)-3,4-dihydroisoquinolin-1(2H)-one). The yield is 3.9%. RXN SMILES: [CH3:1][CH:2]1[CH2:11][C:10]2[C:5](=[CH:6][C:7]([C:12]([F:15])([F:14])[F:13])=[CH:8][CH:9]=2)[C:4](=[O:16])[NH:3]1.Br[C:18]1[CH:19]=[N:20][CH:21]=[CH:22][C:23]=1[C:24]([F:27])([F:26])[F:25].P([O-])([O-])([O-])=O.[K+].[K+].[K+]>[Cu](I)I.O1CCOCC1>[CH3:1][CH:2]1[CH2:11][C:10]2[C:5](=[CH:6][C:7]([C:12]([F:13])([F:15])[F:14])=[CH:8][CH:9]=2)[C:4](=[O:16])[N:3]1[C:18]1[CH:19]=[N:20][CH:21]=[CH:22][C:23]=1[C:24]([F:27])([F:26])[F:25] |f:2.3.4.5|. Reported procedure: 3-Methyl-7-(trifluoromethyl)-3,4-dihydroisoquinolin-1(2H)-one (I-43d: 60 mg, 0.26 mmol) was reacted with 3-bromo-4-(trifluoromethyl)-pyridine (88 mg, 0.39 mmol), 1,4-dioxane (5 mL), copper iodide (14 mg, 0.078 mmol), trans-N,N′-dimethyl-cyclohexyl-1,2-diamine (3.7 mg, 0.026 mmol) and potassium phosphate (166 mg, 1.78 mmol) to afford the crude product. Purification by column chromatography on silica gel (1.5% methanol in CHCl3), followed by preparative HPLC afforded 3.8 mg of the product (3.8% yi... RXN SMILES: [Cl-:22].[Cl:1][c:2]1[cH:3][c:4]([NH2:5])[cH:6][cH:7][c:8]1[F:9].[ClH:10].[ClH:26].[N:18]([O-:19])=[O:20].[NH2:11][c:12]1[cH:13][cH:14][cH:15][cH:16][cH:17]1.[Na+:21].[Na+:24].[OH-:23].[OH2:25]>>[Cl:1][c:2]1[cH:3][c:4]([NH:5][NH2:11])[cH:6][cH:7][c:8]1[F:9]. The product is NNc1ccc(F)c(Cl)c1. Starting materials: [Cl-], Nc1ccc(F)c(Cl)c1, Cl, Cl, O=N[O-], Nc1ccccc1, [Na+], [Na+], [OH-], O. Starting materials: Cl[C@H]1[C@@H](CCC1)SCC(=O)O (trans[(2-Chlorocyclopentyl)thio]acetic acid), Cl (hydrochloric acid), CC(C)(C)C1=C(C(=CC(=C1)S)C(C)(C)C)O (2.6-bis(1.1-Dimethylethyl)-4-mercaptophenol), [O-]CC.[Na+] (sodium ethoxide), [Na] (sodium). Run in O (water), C(C)O (ethanol). Reaction conditions: time 90 minute. Yields the product CC(C)(C)C=1C=C(C=C(C1O)C(C)(C)C)S[C@H]1[C@@H](CCC1)SCC(=O)O (trans-[[2-[[3,5-bis(1,1-Dimethylethyl)-4-hydroxyphenyl]thio]cyclopentyl]thio]acetic acid). As a reaction SMILES: [CH3:1][C:2]([C:5]1[CH:10]=[C:9]([SH:11])[CH:8]=[C:7]([C:12]([CH3:15])([CH3:14])[CH3:13])[C:6]=1[OH:16])([CH3:4])[CH3:3].[O-]CC.[Na+].[Na].Cl[C@@H:23]1[CH2:27][CH2:26][CH2:25][C@H:24]1[S:28][CH2:29][C:30]([OH:32])=[O:31].Cl>O.C(O)C>[CH3:4][C:2]([C:5]1[CH:10]=[C:9]([S:11][C@@H:23]2[CH2:27][CH2:26][CH2:25][C@H:24]2[S:28][CH2:29][C:30]([OH:32])=[O:31])[CH:8]=[C:7]([C:12]([CH3:15])([CH3:14])[CH3:13])[C:6]=1[OH:16])([CH3:1])[CH3:3] |f:1.2,^1:20|. Reported procedure: 2.6-bis(1.1-Dimethylethyl)-4-mercaptophenol (0.73 g, 0.0031 mole) was added to freshly prepared sodium ethoxide [sodium (0.16 g, 0.007 mole)]in ethanol (10 ml). Once dissolved, the product of Example 4 (0.50 g, 0.0026 mole) was added and the reaction mixture was stirred for 90 minutes and poured into water (50 ml) containing 1N hydrochloric acid (25 ml). The mixture was extracted three times with 20 ml of diethyl ether, and the combined extracts were washed with water (20 ml), dried over anhydro... Starting materials: C(C)(C)(C)OC(COC1=C(C=C(C=C1)Cl)Br)=O (tert-butyl(2-bromo-4-chlorophenoxy)acetate), BrC1=NC(=CC=C1O)C (2-Bromo-6-methylpyridin-3-ol). The product is C(C)(C)(C)OC(COC=1C(=NC(=CC1)C)Br)=O (tert-Butyl[(2-bromo-6-methylpyridin-3-yl)oxy]acetate). Isolated yield 79.0%. As a reaction SMILES: [C:1]([O:5][C:6](=[O:17])[CH2:7][O:8][C:9]1[CH:14]=[CH:13][C:12](Cl)=[CH:11][C:10]=1[Br:16])([CH3:4])([CH3:3])[CH3:2].BrC1C(O)=CC=C(C)[N:20]=1>>[C:1]([O:5][C:6](=[O:17])[CH2:7][O:8][C:9]1[C:10]([Br:16])=[N:20][C:12]([CH3:11])=[CH:13][CH:14]=1)([CH3:4])([CH3:3])[CH3:2]. Reported procedure: Following the general method as outlined in Intermediate 1, starting from 2-Bromo-6-methylpyridin-3-ol (Activate Scientific), the title compound was obtained in 79% yield as a yellow liquid after purification by flash column chromatography (silica), eluting with chloroform and methanol (98:2). Reactants: C1(C=2C(C(N1)=O)=CC=CC2)=O.[K] (potassium phthalimide), C(C)(C)(C)OC(C(C)(SC=1SC=C(N1)CCOS(=O)(=O)C)C)=O (2-methyl-2-[(4-{2-[(methylsulfonyl)oxy]ethyl}-1,3-thiazol-2-yl)thio]propionic acid tert-butyl ester), O (Water). The solvent is CN(C=O)C (N,N-dimethylformamide). Conditions: temperature 85 celsius, time 2 hour. Product: C(C)(C)(C)OC(C(C)(SC=1SC=C(N1)CCN1C(C=2C(C1=O)=CC=CC2)=O)C)=O (2-methyl-2-{[4-(2-phthalimidoethyl)-1,3-thiazol-2-yl]thio}propionic acid tert-butyl ester). Isolated yield 98.1%. RXN SMILES: [C:1]([O:5][C:6](=[O:23])[C:7]([CH3:22])([S:9][C:10]1[S:11][CH:12]=[C:13]([CH2:15][CH2:16]OS(C)(=O)=O)[N:14]=1)[CH3:8])([CH3:4])([CH3:3])[CH3:2].[C:24]1(=[O:34])[NH:28][C:27](=[O:29])[C:26]2=[CH:30][CH:31]=[CH:32][CH:33]=[C:25]12.[K].O>CN(C)C=O>[C:1]([O:5][C:6](=[O:23])[C:7]([CH3:8])([S:9][C:10]1[S:11][CH:12]=[C:13]([CH2:15][CH2:16][N:28]2[C:27](=[O:29])[C:26]3=[CH:30][CH:31]=[CH:32][CH:33]=[C:25]3[C:24]2=[O:34])[N:14]=1)[CH3:22])([CH3:2])([CH3:3])[CH3:4] |f:1.2,^1:34|. Procedure details: 2-Methyl-2-[(4-{2-[(methylsulfonyl)oxy]ethyl}-1,3-thiazol-2-yl)thio]propionic acid tert-butyl ester (123 g) synthesized in Example 5 was dissolved in N,N-dimethylformamide (800 mL), potassium phthalimide (59.7 g) was added thereto and the mixture was stirred for 2 hr at 85° C. Water was added to the reaction mixture, and the mixture was extracted with ethyl acetate. The organic layer was washed with saturated brine and dried over anhydrous sodium sulfate. The solvent was evaporated under reduced... Starting materials: O (Water), COC=1C=C(C=CC1C1=CN=C(O1)C)C1=NN=C2N1CCCC2C2=CC=C(C=C2)C(F)(F)F (3-[3-methoxy-4-(2-methyl-1,3-oxazol-5-yl)phenyl]-8-[4-(trifluoromethyl)phenyl]-5,6,7,8-tetrahydro[1,2,4]triazolo[4,3-a]pyridine), CI (Methyl iodide), [H-].[Na+] (sodium hydride). Solvent: CN(C)C=O (DMF). Run at time 30 minute. Yields the product COC=1C=C(C=CC1C1=CN=C(O1)C)C1=NN=C2N1CCCC2(C2=CC=C(C=C2)C(F)(F)F)C (3-[3-methoxy-4-(2-methyl-1,3-oxazol-5-yl)phenyl]-8-methyl-8-[4-(trifluoromethyl)phenyl]-5,6,7,8-tetrahydro[1,2,4]triazolo[4,3-a]pyridine). Reaction SMILES: [CH3:1][O:2][C:3]1[CH:4]=[C:5]([C:15]2[N:19]3[CH2:20][CH2:21][CH2:22][CH:23]([C:24]4[CH:29]=[CH:28][C:27]([C:30]([F:33])([F:32])[F:31])=[CH:26][CH:25]=4)[C:18]3=[N:17][N:16]=2)[CH:6]=[CH:7][C:8]=1[C:9]1[O:13][C:12]([CH3:14])=[N:11][CH:10]=1.[H-].[Na+].[CH3:36]I.O>CN(C=O)C>[CH3:1][O:2][C:3]1[CH:4]=[C:5]([C:15]2[N:19]3[CH2:20][CH2:21][CH2:22][C:23]([CH3:36])([C:24]4[CH:25]=[CH:26][C:27]([C:30]([F:33])([F:32])[F:31])=[CH:28][CH:29]=4)[C:18]3=[N:17][N:16]=2)[CH:6]=[CH:7][C:8]=1[C:9]1[O:13][C:12]([CH3:14])=[N:11][CH:10]=1 |f:1.2|. Procedure: To a mixture of 3-[3-methoxy-4-(2-methyl-1,3-oxazol-5-yl)phenyl]-8-[4-(trifluoromethyl)phenyl]-5,6,7,8-tetrahydro[1,2,4]triazolo[4,3-a]pyridine (175 mg) in DMF (1.8 mL) was added sodium hydride (60%, 17.2 mg) at 0° C., and the mixture was stirred for 30 min. Methyl iodide (0.0446 mL) was added to the reaction mixture, and the mixture was stirred at room temperature for 1 hr. Water was added to the reaction mixture, and the mixture was extracted with ethyl acetate. The extract was dried over anhy... The reactants are CCCc1ccc(F)cc1N, O=CCCl, [Na+], [Na+], O=C([O-])[O-]. The product is CCCc1ccc(F)cc1NCC=O. Reaction SMILES: [CH2:1]([CH2:2][CH3:3])[c:4]1[c:5]([NH2:6])[cH:7][c:8]([F:11])[cH:9][cH:10]1.[Cl:12][CH2:13][CH:14]=[O:15].[Na+:16].[Na+:17].[O-:18][C:19](=[O:20])[O-:21]>>[CH2:1]([CH2:2][CH3:3])[c:4]1[c:5]([NH:6][CH2:13][CH:14]=[O:15])[cH:7][c:8]([F:11])[cH:9][cH:10]1. The reactants are [H-].[Na+] (NaH), 1-L, ClC1=NC=C(N1C)C(=O)C1=CC=C(C=C1)Cl ((2-chloro-3-methyl-3H-imidazol-4-yl)-(4-chloro-phenyl)-methanone), C(C)(C)N1CCC(CC1)CO ((1-isopropyl-piperidin-4-yl)-methanol). The solvent is C1CCOC1 (THF), C1CCOC1 (THF). Reaction conditions: temperature 0 celsius, time 2 hour. Product: ClC1=CC=C(C=C1)C(=O)C=1N(C(=NC1)OCC1CCN(CC1)C(C)C)C ((4-Chloro-phenyl)-[2-(1-isopropyl-piperidin-4-ylmethoxy)-3-methyl-3H-imidazol-4-yl]-methanone). Isolated yield 77.6%. As a reaction SMILES: [H-].[Na+].[CH:3]([N:6]1[CH2:11][CH2:10][CH:9]([CH2:12][OH:13])[CH2:8][CH2:7]1)([CH3:5])[CH3:4].Cl[C:15]1[N:19]([CH3:20])[C:18]([C:21]([C:23]2[CH:28]=[CH:27][C:26]([Cl:29])=[CH:25][CH:24]=2)=[O:22])=[CH:17][N:16]=1>C1COCC1>[Cl:29][C:26]1[CH:25]=[CH:24][C:23]([C:21]([C:18]2[N:19]([CH3:20])[C:15]([O:13][CH2:12][CH:9]3[CH2:10][CH2:11][N:6]([CH:3]([CH3:5])[CH3:4])[CH2:7][CH2:8]3)=[N:16][CH:17]=2)=[O:22])=[CH:28][CH:27]=1 |f:0.1|. Procedure details: To a 1-L, three-necked, round-bottomed flask equipped with a magnetic stirrer, nitrogen inlet and an addition funnel was added NaH (1.45 g, 0.061 mol) and THF (300 mL). The stirred suspension was cooled to 0° C. and (1-isopropyl-piperidin-4-yl)-methanol (9.5 g, 0.06 mol) was added. The cooling bath was removed, and the reaction warmed to rt. After 2 h, a solution of (2-chloro-3-methyl-3H-imidazol-4-yl)-(4-chloro-phenyl)-methanone (15.56 g, 0.061 mol) in dry THF (100 mL) was added. The reaction m... Starting materials: Cl.Cl.NC1=CC=C(CCN2C(C3=CC(=C(C=C3CC2)OC)OC)C)C=C1 (N-(4-Aminophenethyl)-1,2,3,4-tetrahydro-6,7-dimethoxy-1-methylisoquinoline dihydrochloride), CCOCC (ether), ice water, Cl (HCl). Run in Br (HBr), C(C)(C)O (isopropanol), CO (methanol). The product is Cl.Cl.NC1=CC=C(CCN2C(C3=CC(=C(C=C3CC2)O)OC)C)C=C1 (N-(4-aminophenethyl)-1,2,3,4-tetrahydro-6-hydroxy-7-methoxy-1-methylisoquinoline dihydrochloride). As a reaction SMILES: [ClH:1].Cl.[NH2:3][C:4]1[CH:26]=[CH:25][C:7]([CH2:8][CH2:9][N:10]2[CH2:19][CH2:18][C:17]3[C:12](=[CH:13][C:14]([O:22][CH3:23])=[C:15]([O:20]C)[CH:16]=3)[CH:11]2[CH3:24])=[CH:6][CH:5]=1.Cl.CCOCC>Br.CO.C(O)(C)C>[ClH:1].[ClH:1].[NH2:3][C:4]1[CH:5]=[CH:6][C:7]([CH2:8][CH2:9][N:10]2[CH2:19][CH2:18][C:17]3[C:12](=[CH:13][C:14]([O:22][CH3:23])=[C:15]([OH:20])[CH:16]=3)[CH:11]2[CH3:24])=[CH:25][CH:26]=1 |f:0.1.2,8.9.10|. Reported procedure: N-(4-Aminophenethyl)-1,2,3,4-tetrahydro-6,7-dimethoxy-1-methylisoquinoline dihydrochloride (20.0 g, 0.05 m) was suspended in 49% HBr (50 ml) maintained under nitrogen and heated to 120° for 1.5 hr. The mixture was cooled and then poured into 500 cc of ice/water and the solution basified to pH 11 and extracted with ether (3×250 ml). The aqueous phase was buffered to pH 8 by adding glacial acetic acid and dilute NaOH as needed, then extracted with chloroform (4×300 ml). The chloroform extracts wer...